The task is: describe an organic reaction: reactants, conditions, products, and yield. This data is from the Open Reaction Database (ORD), a public repository of structured organic reaction records. The reactants are FC(C(=O)O)(F)F (Trifluoroacetic acid), FC=1C=C(C=CC1)C1C(CN(CC1)C(=O)OC(C)(C)C)NC(=O)C=1C=C2C(=NN(C2=CC1)C(C1=CC=CC=C1)(C1=CC=CC=C1)C1=CC=CC=C1)C1=CC=NC=C1 (tert-butyl 4-(3-fluorophenyl)-3-(3-(pyridin-4-yl)-1-trityl-1H-indazole-5-carboxamido)piperidine-1-carboxylate). Reagents/catalysts: C(C)[SiH](CC)CC (Triethylsilane). Run at time 30 minute. Yields the product FC=1C=C(C=CC1)C1C(CNCC1)NC(=O)C=1C=C2C(=NNC2=CC1)C1=CC=NC=C1 (N-(4-(3-fluorophenyl)piperidin-3-yl)-3-(pyridin-4-yl)-1H-indazole-5-carboxamide). RXN SMILES: FC(F)(F)C(O)=O.[F:8][C:9]1[CH:10]=[C:11]([CH:15]2[CH2:20][CH2:19][N:18](C(OC(C)(C)C)=O)[CH2:17][CH:16]2[NH:28][C:29]([C:31]2[CH:32]=[C:33]3[C:37](=[CH:38][CH:39]=2)[N:36](C(C2C=CC=CC=2)(C2C=CC=CC=2)C2C=CC=CC=2)[N:35]=[C:34]3[C:59]2[CH:64]=[CH:63][N:62]=[CH:61][CH:60]=2)=[O:30])[CH:12]=[CH:13][CH:14]=1>C([SiH](CC)CC)C>[F:8][C:9]1[CH:10]=[C:11]([CH:15]2[CH2:20][CH2:19][NH:18][CH2:17][CH:16]2[NH:28][C:29]([C:31]2[CH:32]=[C:33]3[C:37](=[CH:38][CH:39]=2)[NH:36][N:35]=[C:34]3[C:59]2[CH:60]=[CH:61][N:62]=[CH:63][CH:64]=2)=[O:30])[CH:12]=[CH:13][CH:14]=1. Procedure: Trifluoroacetic acid (1 mL) was added to tert-butyl 4-(3-fluorophenyl)-3-(3-(pyridin-4-yl)-1-trityl-1H-indazole-5-carboxamido)piperidine-1-carboxylate (0.105 mmol). The reaction was stirred at room temperature for 30 minutes. Triethylsilane (1 drop) was added to the reaction and stirred for an additional 5 minutes. The reaction was concentrated in vacuo and purified using prep LC/MS. Reactants: O=C1CCC(=O)N1Br, O=C(OOC(=O)c1ccccc1)c1ccccc1, ClC(Cl)(Cl)Cl, CCc1ccc(-c2nc3ccccc3o2)c(F)c1. Yields the product CC(Br)c1ccc(-c2nc3ccccc3o2)c(F)c1. Reaction SMILES: [Br:19][N:20]1[C:21](=[O:22])[CH2:23][CH2:24][C:25]1=[O:26].[C:27]([O:28][O:29][C:30](=[O:31])[c:32]1[cH:33][cH:34][cH:35][cH:36][cH:37]1)(=[O:38])[c:39]1[cH:40][cH:41][cH:42][cH:43][cH:44]1.[C:45]([Cl:46])([Cl:47])([Cl:48])[Cl:49].[CH2:1]([CH3:2])[c:3]1[cH:4][c:5]([F:18])[c:6](-[c:9]2[o:10][c:11]3[c:12]([n:13]2)[cH:14][cH:15][cH:16][cH:17]3)[cH:7][cH:8]1>>[CH:1]([CH3:2])([c:3]1[cH:4][c:5]([F:18])[c:6](-[c:9]2[o:10][c:11]3[c:12]([n:13]2)[cH:14][cH:15][cH:16][cH:17]3)[cH:7][cH:8]1)[Br:19]. Starting materials: Cc1ccccc1C(=O)Nc1ccc(C(=O)N2C=CC(CCS(C)(=O)=O)Sc3ccccc32)cc1, CN, C1CCOC1. Reaction SMILES: [CH3:1][S:2](=[O:3])(=[O:4])[CH2:5][CH2:6][CH:7]1[S:8][c:9]2[c:10]([cH:32][cH:33][cH:34][cH:35]2)[N:11]([C:14]([c:15]2[cH:16][cH:17][c:18]([NH:21][C:22]([c:23]3[c:24]([CH3:29])[cH:25][cH:26][cH:27][cH:28]3)=[O:30])[cH:19][cH:20]2)=[O:31])[CH:12]=[CH:13]1.[CH3:36][NH2:37].[O:38]1[CH2:39][CH2:40][CH2:41][CH2:42]1>>[CH2:5]([CH2:6][CH:7]1[S:8][c:9]2[c:10]([cH:32][cH:33][cH:34][cH:35]2)[N:11]([C:14]([c:15]2[cH:16][cH:17][c:18]([NH:21][C:22]([c:23]3[c:24]([CH3:29])[cH:25][cH:26][cH:27][cH:28]3)=[O:30])[cH:19][cH:20]2)=[O:31])[CH:12]=[CH:13]1)[NH:37][CH3:36]. Product: CNCCC1C=CN(C(=O)c2ccc(NC(=O)c3ccccc3C)cc2)c2ccccc2S1. Reactants: CCCCCCCN(CCc1ccccc1OC)C(=O)Cc1ccc(OCc2ccccc2C(=O)OC)cc1, CCO, [K+], [OH-]. The product is CCCCCCCN(CCc1ccccc1OC)C(=O)Cc1ccc(OCc2ccccc2C(=O)O)cc1. As a reaction SMILES: [CH2:1]([CH2:2][CH2:3][CH2:4][CH2:5][CH2:6][CH3:7])[N:8]([C:9]([CH2:10][c:11]1[cH:12][cH:13][c:14]([O:15][CH2:16][c:17]2[c:18]([C:19](=[O:20])[O:21][CH3:22])[cH:23][cH:24][cH:25][cH:26]2)[cH:27][cH:28]1)=[O:29])[CH2:30][CH2:31][c:32]1[c:33]([O:38][CH3:39])[cH:34][cH:35][cH:36][cH:37]1.[CH3:42][CH2:43][OH:44].[K+:41].[OH-:40]>>[CH2:1]([CH2:2][CH2:3][CH2:4][CH2:5][CH2:6][CH3:7])[N:8]([C:9]([CH2:10][c:11]1[cH:12][cH:13][c:14]([O:15][CH2:16][c:17]2[c:18]([C:19](=[O:20])[OH:21])[cH:23][cH:24][cH:25][cH:26]2)[cH:27][cH:28]1)=[O:29])[CH2:30][CH2:31][c:32]1[c:33]([O:38][CH3:39])[cH:34][cH:35][cH:36][cH:37]1. The reactants are BrC=1OC2=C(C1C(C1=CC(=C(C(=C1)OC)OC)OC)=O)C=CC(=C2OC(C)=O)OC (2-Bromo-7-acetoxy-3-(3,4,5-trimethoxybenzoyl)-6-methoxybenzofuran), C[S-].[Na+] (sodium thiomethoxide). The solvent is CO (methanol). Reaction conditions: time 20 minute. Yields the product OC1=C(C=CC=2C(=C(OC21)SC)C(C2=CC(=C(C(=C2)OC)OC)OC)=O)OC (7-Hydroxy-6-methoxy-2-methylsulfanyl-3-(3,4,5-trimethoxybenzoyl)benzofuran). As a reaction SMILES: Br[C:2]1[O:3][C:4]2[C:24]([O:25]C(=O)C)=[C:23]([O:29][CH3:30])[CH:22]=[CH:21][C:5]=2[C:6]=1[C:7](=[O:20])[C:8]1[CH:13]=[C:12]([O:14][CH3:15])[C:11]([O:16][CH3:17])=[C:10]([O:18][CH3:19])[CH:9]=1.[CH3:31][S-:32].[Na+]>CO>[OH:25][C:24]1[C:4]2[O:3][C:2]([S:32][CH3:31])=[C:6]([C:7](=[O:20])[C:8]3[CH:13]=[C:12]([O:14][CH3:15])[C:11]([O:16][CH3:17])=[C:10]([O:18][CH3:19])[CH:9]=3)[C:5]=2[CH:21]=[CH:22][C:23]=1[O:29][CH3:30] |f:1.2|. Procedure: To a suspension of 2-Bromo-7-acetoxy-3-(3,4,5-trimethoxybenzoyl)-6-methoxybenzofuran (22 mg, 0.046 mmol) in methanol (1 ml) in a screw cap vial was added sodium thiomethoxide (16 mg, 0.23 mmol) and the resulting orange solution was shaken for 20 minutes during which time the reaction became homogeneous. The crude reaction mixture was concentrated onto silica and chromatographed (silica gel, eluent=2:1 hexanes:ethyl acetate) to give the product as a resin (10 mg, 54%) that could be crystallised b... Starting materials: ClC=1C(=CC=2N(N1)C(=NN2)C2=CC=CC=C2)C2CCC2 (6-Chloro-7-cyclobutyl-3-phenyl-[1,2,4]triazolo[4,3-b]pyridazine), CN(CC(CN)(C)C)C (N,N,2,2-tetramethyl-1,3-propanediamine). Solvent: O (water). Yields the product C1(CCC1)C1=CC=2N(N=C1NCC(CN(C)C)(C)C)C(=NN2)C2=CC=CC=C2 (N′-(7-Cyclobutyl-3-phenyl-[1,2,4]triazolo[4,3-b]pyridazin-6-yl)-2,2,N,N-tetramethyl-propane-1,3-diamine). As a reaction SMILES: Cl[C:2]1[C:3]([CH:17]2[CH2:20][CH2:19][CH2:18]2)=[CH:4][C:5]2[N:6]([C:8]([C:11]3[CH:16]=[CH:15][CH:14]=[CH:13][CH:12]=3)=[N:9][N:10]=2)[N:7]=1.[CH3:21][N:22]([CH3:29])[CH2:23][C:24]([CH3:28])([CH3:27])[CH2:25][NH2:26]>O>[CH:17]1([C:3]2[C:2]([NH:26][CH2:25][C:24]([CH3:28])([CH3:27])[CH2:23][N:22]([CH3:29])[CH3:21])=[N:7][N:6]3[C:8]([C:11]4[CH:16]=[CH:15][CH:14]=[CH:13][CH:12]=4)=[N:9][N:10]=[C:5]3[CH:4]=2)[CH2:20][CH2:19][CH2:18]1. Procedure: 6-Chloro-7-cyclobutyl-3-phenyl-[1,2,4]triazolo[4,3-b]pyridazine (100 mg) and N,N,2,2-tetramethyl-1,3-propanediamine (2 ml) were heated together in a sealed tube at 70° C. for 16 hours. Cooled and water (5 ml) added. Precipitate filtered, washed (water, ether) and dried. 1H NMR (250 MHz, DMSO) δ 1.20 (6H, s), 2.10 (1H, m), 2.24–2.65 (14H, m), 3.53–3.70 (2H, m), 7.69–7.82 (4H, m), 8.03 (1H,s), 8.70 (2H, m). MS (ES+) MH+=379